Task: describe an organic reaction: reactants, conditions, products, and yield. Dataset: the Open Reaction Database (ORD), a public repository of structured organic reaction records Starting materials: OC=1C=CC2=C(C(CC3(CCCCC3)O2)=O)C1 (6-hydroxy-spiro[2H-1-benzopyran-2,1'-cyclohexan]-4(3H)-one), BrCC(=O)OCC (ethyl bromoacetate), C([O-])([O-])=O.[K+].[K+] (potassium carbonate). Run in CN(C=O)C (N,N-dimethylformamide). Reaction conditions: time 4 hour. Yields the product O=C1CC2(CCCCC2)OC2=C1C=C(C=C2)OCC(=O)OCC (Ethyl [(3,4-dihydro-4-oxospiro[2H-1-benzopyran-2,1'-cyclohexan]-6-yl)oxy]acetate). The yield is 92.2%. As a reaction SMILES: [OH:1][C:2]1[CH:3]=[CH:4][C:5]2[O:15][C:9]3([CH2:14][CH2:13][CH2:12][CH2:11][CH2:10]3)[CH2:8][C:7](=[O:16])[C:6]=2[CH:17]=1.Br[CH2:19][C:20]([O:22][CH2:23][CH3:24])=[O:21].C(=O)([O-])[O-].[K+].[K+]>CN(C)C=O>[O:16]=[C:7]1[C:6]2[CH:17]=[C:2]([O:1][CH2:19][C:20]([O:22][CH2:23][CH3:24])=[O:21])[CH:3]=[CH:4][C:5]=2[O:15][C:9]2([CH2:14][CH2:13][CH2:12][CH2:11][CH2:10]2)[CH2:8]1 |f:2.3.4|. Reported procedure: A mixture of 6-hydroxy-spiro[2H-1-benzopyran-2,1'-cyclohexan]-4(3H)-one (prepared in Preparation 14) (0.878 g, 3.78 mmol), ethyl bromoacetate (0.69 g, 4.13 mmol), anhydrous potassium carbonate (0.78 g, 5.65 mmol) and dry N,N-dimethylformamide (DMF) (7.5 ml) is stirred at room temperature for 4 hours under nitrogen gas. DMF is removed by distillation under reduced pressure and the residue is extracted with diethyl ether. The ether layer is separated and washed successively with water, dilute sodi... Starting materials: CN1C(=CC=C1)C(=O)OC (methyl 1-methyl-1H-pyrrole-2-carboxylate), NCCO (2-aminoethanol). Product: OCCNC(=O)C=1N(C=CC1)C (N-(2-hydroxyethyl)-1-methyl-1H-pyrrole-2-carboxamide). As a reaction SMILES: [CH3:1][N:2]1[CH:6]=[CH:5][CH:4]=[C:3]1[C:7]([O:9]C)=O.[NH2:11][CH2:12][CH2:13][OH:14]>>[OH:14][CH2:13][CH2:12][NH:11][C:7]([C:3]1[N:2]([CH3:1])[CH:6]=[CH:5][CH:4]=1)=[O:9]. Procedure details: A mixture of 5.5 parts of methyl 1-methyl-1H-pyrrole-2-carboxylate and 2.4 parts of 2-aminoethanol is stirred and refluxed for 2 hours. The reaction mixture is evaporated till dry. Benzene is added twice to the residue and evaporation is continued each time till dry. The residue is purified by column-chromatography over silica gel using a mixture of trichloromethane and methanol (95:5 by volume) as eluent. The pure fractions are collected and the eluent is evaporated. The residue is taken up in ... Reactants: 44, C(C(C)C)C1=C(C(=C(C=C1)O)CC(C)C)CC(C)C (tri-isobutyl phenol), [Na] (sodium), S(=O)(=O)([O-])OOS(=O)(=O)[O-].[NH4+].[NH4+] (ammonium peroxydisulfate), S(=O)(=O)([O-])OOS(=O)(=O)[O-].[NH4+].[NH4+] (ammonium peroxydisulfate), C(C(=C)C)(=O)OC (methyl methacrylate), C(CCC)OC(C=C)=O (n-butyl-acrylate), C1CO1 (ethylene oxide). Solvent: O (water), O (water). Run at temperature 80 celsius. The product is C(C=C)(=O)NC(C(=O)O)O (Acrylamido-glycolic Acid). As a reaction SMILES: [C:1]([O:6]C)(=[O:5])[C:2](C)=C.[CH2:8]([O:12]C(=O)C=C)[CH2:9][CH2:10]C.[Na].C(C1C=CC([OH:28])=C(CC(C)C)C=1CC(C)C)C(C)C.C1OC1.S(OOS([O-])(=O)=O)([O-])(=O)=O.[NH4+:50].[NH4+]>O>[C:8]([NH:50][CH:2]([OH:28])[C:1]([OH:6])=[O:5])(=[O:12])[CH:9]=[CH2:10] |f:5.6.7,^1:16|. Procedure details: Into a polymerization vessel equipped with a reflux condenser, stirrer rod and thermometer, is added an emulsion consisting of 44 parts by weight of methyl methacrylate, 56 parts by weight of n-butyl-acrylate, 61.5 parts by weight of completely deionized water, 1.5 parts by weight of the sodium salt of a sulfated additive product of tri-isobutyl phenol and 7 moles of ethylene oxide, and of 0.25 parts by weight of ammonium peroxydisulfate over the course of 4 hours, with stirring, to a solution w... Yields the product ClC1=C(C=CC=C1)C1=NCC=2N(C3=C1C=C(S3)C#CCN3S(C1=C(C3=O)C=CC=C1)(=O)=O)C(=NN2)C (2-[3-[4-(2-Chlorophenyl)-9-methyl-6H-thieno[3,2-f][1,2,4]triazolo[4,3-a][1,4]diazepin-2-yl]-2-propynyl]-1,2-benzisothiazol-3(2H)-one 1,1-dioxide). As a reaction SMILES: [Cl:1][C:2]1[CH:7]=[CH:6][CH:5]=[CH:4][C:3]=1[C:8]1[C:14]2[CH:15]=[C:16](I)[S:17][C:13]=2[N:12]2[C:19]([CH3:22])=[N:20][N:21]=[C:11]2[CH2:10][N:9]=1.[CH2:23]([N:26]1[C:30](=[O:31])[C:29]2[CH:32]=[CH:33][CH:34]=[CH:35][C:28]=2[S:27]1(=[O:37])=[O:36])[C:24]#[CH:25]>>[Cl:1][C:2]1[CH:7]=[CH:6][CH:5]=[CH:4][C:3]=1[C:8]1[C:14]2[CH:15]=[C:16]([C:25]#[C:24][CH2:23][N:26]3[C:30](=[O:31])[C:29]4[CH:32]=[CH:33][CH:34]=[CH:35][C:28]=4[S:27]3(=[O:37])=[O:36])[S:17][C:13]=2[N:12]2[C:19]([CH3:22])=[N:20][N:21]=[C:11]2[CH2:10][N:9]=1. Starting materials: ClC1=C(C=CC=C1)C1=NCC=2N(C3=C1C=C(S3)I)C(=NN2)C (4-(2-chlorophenyl)2-iodo-9-methyl-6H-thieno[3,2-f][1,2,4]triazol[4,3-a][1,4]diazepine), C(C#C)N1S(C2=C(C1=O)C=CC=C2)(=O)=O (2-(2-propynyl)-1,2-benzisothiazol-3(2H)-one 1,1-dioxide). Reported procedure: The title compound was prepared by reacting 4-(2-chlorophenyl)2-iodo-9-methyl-6H-thieno[3,2-f][1,2,4]triazol[4,3-a][1,4]diazepine with 2-(2-propynyl)-1,2-benzisothiazol-3(2H)-one 1,1-dioxide [ref. R. Granger and J. Giroux, French patent No. 1,273,867 February 1962] as described in Example 37. It was isolated by chromatography and crystallized from ethyl acetate to give colorless crystals with m.p. 232°-234° C.